Task: describe an organic reaction: reactants, conditions, products, and yield. Dataset: the Open Reaction Database (ORD), a public repository of structured organic reaction records Starting materials: [N+](=O)([O-])C1=CC(=[N+](C(=C1)Br)[O-])Br (4-nitro-2,6-dibromopyridine-N-oxide), [OH-].[Na+] (sodium hydroxide). The reagents and catalysts are [Fe] (iron). Run in C(C)(=O)O (acetic acid). Run at temperature 100 celsius. Yields the product NC1=CC(=NC(=C1)Br)Br (4-amino-2,6-dibromopyridine). RXN SMILES: [N+:1]([C:4]1[CH:9]=[C:8]([Br:10])[N+:7]([O-])=[C:6]([Br:12])[CH:5]=1)([O-])=O.[OH-].[Na+]>[Fe].C(O)(=O)C>[NH2:1][C:4]1[CH:9]=[C:8]([Br:10])[N:7]=[C:6]([Br:12])[CH:5]=1 |f:1.2|. Procedure details: A mixture of 4-nitro-2,6-dibromopyridine-N-oxide (1.2 g), iron powder (1.2 g) and acetic acid (15 ml) were stirred and heated to 100° C. for 1 hour. Upon cooling the mixture was basified with 3 molar sodium hydroxide and continuously extracted with ether. Removal of the ether under reduced pressure left a white crystalline product of 4-amino-2,6-dibromopyridine (1.0 g, 99%), m.p. 212-214° C. Product: Cc1n[nH]c(N)c1C(N)=O. Reaction SMILES: [NH2:1][c:2]1[c:3]([C:8]#[N:9])[c:4]([CH3:7])[n:5][nH:6]1.[OH2:15].[S:10]([OH:11])(=[O:12])(=[O:13])[OH:14]>>[NH2:1][c:2]1[c:3]([C:8]([NH2:9])=[O:11])[c:4]([CH3:7])[n:5][nH:6]1. Reactants: Cc1n[nH]c(N)c1C#N, O, O=S(=O)(O)O. Reactants: IC1=C(C(=O)O)C=CC=C1 (2-iodobenzoic acid), CC1=CC(=C(N)C=C1)[N+](=O)[O-] (4-methyl-2-nitroaniline), C([O-])([O-])=O.[K+].[K+] (potassium carbonate). As a reaction SMILES: I[C:2]1[CH:10]=[CH:9][CH:8]=[CH:7][C:3]=1[C:4]([OH:6])=[O:5].[CH3:11][C:12]1[CH:18]=[CH:17][C:15]([NH2:16])=[C:14]([N+:19]([O-:21])=[O:20])[CH:13]=1.C(=O)([O-])[O-].[K+].[K+]>>[CH3:11][C:12]1[CH:18]=[CH:17][C:15]([NH:16][C:2]2[C:3](=[CH:7][CH:8]=[CH:9][CH:10]=2)[C:4]([OH:6])=[O:5])=[C:14]([N+:19]([O-:21])=[O:20])[CH:13]=1 |f:2.3.4|. Procedure details: 2-iodobenzoic acid (5 g, 20.16 mmol), 4-methyl-2-nitroaniline (6.12 g, 40.32 mmol), potassium carbonate (2.8 g, 20.3 mmol) and Cul (0.2 g) were thoroughly mixed and heated to 200° C. for 1 hour. After cooling the solid reaction mixture was partitioned between ethyl acetate and aqueous sodium hydroxide (1M). The product precipitated from the aqueous phase on acidification with hydrochloric acid (4M). Yield 3.69 g, mp 209°-213° C. Conditions: temperature 200 celsius. Product: CC1=CC(=C(C=C1)NC=1C(C(=O)O)=CC=CC1)[N+](=O)[O-] (N-(4-Methyl-2-nitrophenyl)anthranilic acid). The reactants are solution, CN (methylamine), C(C)O (ethanol), CN(CCCN=C=NCC)C (1-(3-dimethylaminopropyl)-3-ethylcarbodiimide), ON1N=NC2=C1C=CC=C2 (1-hydroxybenzotriazole), ClC1=C(C=CC=C1)CC(=O)O (2-chlorophenylacetic acid). Run in C(C)(=O)OCC (ethyl acetate), CN(C=O)C (N,N-dimethylformamide), C(Cl)Cl (DCM). Run at temperature 0 celsius, time 20 minute. Yields the product ClC1=C(C=CC=C1)CC(=O)NC (2-(2-chlorophenyl)-N-methylacetamide). Isolated yield 78.4%. Reaction SMILES: [CH3:1][N:2](C)CCCN=C=NCC.ON1C2C=CC=CC=2N=N1.[Cl:22][C:23]1[CH:28]=[CH:27][CH:26]=[CH:25][C:24]=1[CH2:29][C:30]([OH:32])=O.CN.C(O)C>CN(C)C=O.C(Cl)Cl.C(OCC)(=O)C>[Cl:22][C:23]1[CH:28]=[CH:27][CH:26]=[CH:25][C:24]=1[CH2:29][C:30]([NH:2][CH3:1])=[O:32]. Procedure: At 0° C., 1-(3-dimethylaminopropyl)-3-ethylcarbodiimide (28.1 g, 0.15 mol) was added to a solution of 1-hydroxybenzotriazole (19.8 g, 0.15 mol) and 2-chlorophenylacetic acid (Aldrich 19,063-2, 25.0 g, 0.15 mol) in N,N-dimethylformamide (150 ml) and DCM (50 ml). The reaction mixture was stirred for 20 min at 0° C. A 33% solution of methylamine in ethanol (365 ml, 2.9 mol) was added. The reaction mixture was stirred for 56 hours at room temperature. It was diluted with ethyl acetate (300 ml) and w...